From a dataset of the Open Reaction Database (ORD), a public repository of structured organic reaction records. describe an organic reaction: reactants, conditions, products, and yield Reactants: NC1=C(C(=O)C=2NC3=CC(=CC=C3C2NC(CC)=O)Cl)C=C(C=C1)Cl (2-(2-Amino-5-chlorobenzoyl)-6-chloro-3-(propionylamino)indole). The solvent is Cl.CO (HCl methanol). Yields the product Cl.NC1=C(C(=O)C=2NC3=CC(=CC=C3C2NC(CC)=O)Cl)C=C(C=C1)Cl (2-(2-Amino-5-chlorobenzoyl)-6-chloro-3-(propionylamino)indole hydrochloride). Yield: 81.0%. Reaction SMILES: [NH2:1][C:2]1[CH:24]=[CH:23][C:22]([Cl:25])=[CH:21][C:3]=1[C:4]([C:6]1[NH:7][C:8]2[C:13]([C:14]=1[NH:15][C:16](=[O:19])[CH2:17][CH3:18])=[CH:12][CH:11]=[C:10]([Cl:20])[CH:9]=2)=[O:5]>Cl.CO>[ClH:20].[NH2:1][C:2]1[CH:24]=[CH:23][C:22]([Cl:25])=[CH:21][C:3]=1[C:4]([C:6]1[NH:7][C:8]2[C:13]([C:14]=1[NH:15][C:16](=[O:19])[CH2:17][CH3:18])=[CH:12][CH:11]=[C:10]([Cl:20])[CH:9]=2)=[O:5] |f:1.2,3.4|. Reported procedure: 2-(2-Amino-5-chlorobenzoyl)-6-chloro-3-(propionylamino)indole (Example 389, 394 mg) was dissolved in 10% HCl-methanol (10 ml) and the solvent was removed. The residue was crystallized from ethyl acetate/ethanol to give 175 mg (41%) of the title compound. m.p.: 184-185° C. IR(KBr)ν: 3200, 1618, 1541, 1491, 1321, 1232, 1061, 920 cm−1 1H-NMR (DMSO-d6) δ: 11.70 (1 H, br s), 9.79 (1 H, br s), 7.59 (2 H, br d, J=8.6 Hz), 7.44 (1 H, d, J=1.6 Hz), 7.36 (1 H, d, J=2.5 Hz), 7.28 (1 H, dd, J=2.5, 8.7 Hz), ... Starting materials: C1CCOC1, [Cl-], [Cl-], [Cl-], [Cr+3], Cl[Ni]Cl, O, CC(C)OC(=O)CCCC1CCC2C(CC(OC(=O)c3ccc(-c4ccccc4)cc3)C2C=CI)OC1, O=CCCc1cccnc1. Product: CC(C)OC(=O)CCCC1CCC2C(CC(OC(=O)c3ccc(-c4ccccc4)cc3)C2C=CC(O)CCc2cccnc2)OC1. As a reaction SMILES: [CH2:1]1[O:2][CH2:3][CH2:4][CH2:5]1.[Cl-:53].[Cl-:55].[Cl-:56].[Cr+3:54].[Ni:57]([Cl:58])[Cl:59].[OH2:60].[c:6]1(-[c:37]2[cH:38][cH:39][cH:40][cH:41][cH:42]2)[cH:7][cH:8][c:9]([C:12](=[O:13])[O:14][CH:15]2[CH:16]([CH:34]=[CH:35][I:36])[CH:17]3[CH:18]([O:19][CH2:20][CH:21]([CH2:24][CH2:25][CH2:26][C:27]([O:28][CH:29]([CH3:30])[CH3:31])=[O:32])[CH2:22][CH2:23]3)[CH2:33]2)[cH:10][cH:11]1.[n:43]1[cH:44][c:45]([CH2:49][CH2:50][CH:51]=[O:52])[cH:46][cH:47][cH:48]1>>[c:6]1(-[c:37]2[cH:38][cH:39][cH:40][cH:41][cH:42]2)[cH:7][cH:8][c:9]([C:12](=[O:13])[O:14][CH:15]2[CH:16]([CH:34]=[CH:35][CH:51]([CH2:50][CH2:49][c:45]3[cH:44][n:43][cH:48][cH:47][cH:46]3)[OH:52])[CH:17]3[CH:18]([O:19][CH2:20][CH:21]([CH2:24][CH2:25][CH2:26][C:27]([O:28][CH:29]([CH3:30])[CH3:31])=[O:32])[CH2:22][CH2:23]3)[CH2:33]2)[cH:10][cH:11]1. Reactants: Cc1cc(Nc2nc(Nc3cc(C)c(C4CCNCC4)cc3F)ncc2Cl)n[nH]1, FC(F)(F)C1CO1, CN(C)C=O. Product: Cc1cc(Nc2nc(Nc3cc(C)c(C4CCN(CC(O)C(F)(F)F)CC4)cc3F)ncc2Cl)n[nH]1. As a reaction SMILES: [Cl:1][c:2]1[c:3]([NH:23][c:24]2[n:25][nH:26][c:27]([CH3:29])[cH:28]2)[n:4][c:5]([NH:8][c:9]2[c:10]([F:22])[cH:11][c:12]([CH:16]3[CH2:17][CH2:18][NH:19][CH2:20][CH2:21]3)[c:13]([CH3:15])[cH:14]2)[n:6][cH:7]1.[F:30][C:31]([CH:32]1[O:33][CH2:34]1)([F:35])[F:36].[O:37]=[CH:38][N:39]([CH3:40])[CH3:41]>>[Cl:1][c:2]1[c:3]([NH:23][c:24]2[n:25][nH:26][c:27]([CH3:29])[cH:28]2)[n:4][c:5]([NH:8][c:9]2[c:10]([F:22])[cH:11][c:12]([CH:16]3[CH2:17][CH2:18][N:19]([CH2:34][CH:32]([C:31]([F:30])([F:35])[F:36])[OH:33])[CH2:20][CH2:21]3)[c:13]([CH3:15])[cH:14]2)[n:6][cH:7]1. Starting materials: O (water), ClC=1C=C2C(C(NC2=CC1Cl)=O)(C1=CC=C(C=C1)Cl)NC(CN1CCN(CC1)C)=O ((+)-N-[5,6-Dichloro-3-(4-chlorophenyl)-2-oxo-2,3-dihydro-1H-indol-3-yl]-2-(4-methylpiperazin-1-yl)acetamide), C1(=CC=CC=C1)C(=O)Cl (PhCOCl), [H-].[Na+] (NaH). The solvent is CN(C)C=O (DMF). As a reaction SMILES: [Cl:1][C:2]1[CH:3]=[C:4]2[C:8](=[CH:9][C:10]=1[Cl:11])[NH:7][C:6](=[O:12])[C:5]2([NH:20][C:21](=[O:30])[CH2:22][N:23]1[CH2:28][CH2:27][N:26]([CH3:29])[CH2:25][CH2:24]1)[C:13]1[CH:18]=[CH:17][C:16]([Cl:19])=[CH:15][CH:14]=1.[H-].[Na+].[C:33]1([C:39](Cl)=[O:40])[CH:38]=[CH:37][CH:36]=[CH:35][CH:34]=1.O>CN(C=O)C>[C:39]([N:7]1[C:8]2[C:4](=[CH:3][C:2]([Cl:1])=[C:10]([Cl:11])[CH:9]=2)[C:5]([NH:20][C:21](=[O:30])[CH2:22][N:23]2[CH2:24][CH2:25][N:26]([CH3:29])[CH2:27][CH2:28]2)([C:13]2[CH:18]=[CH:17][C:16]([Cl:19])=[CH:15][CH:14]=2)[C:6]1=[O:12])(=[O:40])[C:33]1[CH:38]=[CH:37][CH:36]=[CH:35][CH:34]=1 |f:1.2|. Reported procedure: 0.14 g of the compound of Example 1 is placed in 9 ml of DMF in a round-bottomed flask equipped with a magnetic stirrer, and under a stream of nitrogen. 0.01 g of 60% NaH is added, at 0° C. PhCOCl is then added dropwise and the mixture is left to react at room temperature for 2 hours. The reaction mixture is poured into water and extracted with ethyl acetate. The organic phase is dried over Na2SO4, filtered and evaporated under vacuum. 120 mg of oil are obtained, which product is purified on a c... Yields the product C(C1=CC=CC=C1)(=O)N1C(C(C2=CC(=C(C=C12)Cl)Cl)(C1=CC=C(C=C1)Cl)NC(CN1CCN(CC1)C)=O)=O ((+)-N-[1-Benzoyl-5,6-dichloro-3-(4-chlorophenyl)-2-oxo-2,3-dihydro-1H-indol-3-yl]-2-(4-methylpiperazin-1-yl)acetamide). Reactants: COCCOc1cnc(C#N)c(F)c1, [Na+], [OH-], O. As a reaction SMILES: [F:1][c:2]1[c:3]([C:13]#[N:14])[n:4][cH:5][c:6]([O:8][CH2:9][CH2:10][O:11][CH3:12])[cH:7]1.[Na+:16].[OH-:15].[OH2:17]>>[F:1][c:2]1[c:3]([C:13](=[O:15])[OH:17])[n:4][cH:5][c:6]([O:8][CH2:9][CH2:10][O:11][CH3:12])[cH:7]1. Product: COCCOc1cnc(C(=O)O)c(F)c1.